Dataset: the Open Reaction Database (ORD), a public repository of structured organic reaction records. Task: describe an organic reaction: reactants, conditions, products, and yield The reactants are C(C)OC(CCCOC1=C(C(=CC=C1)CCCCCCOC1=CC(=CC(=C1)I)C1=CC2=C(OCO2)C=C1)CCC(=O)OCC)=O (4-{3-[6-(3-benzo[1,3]dioxol-5-yl-5-iodo-phenoxy)-hexyl]-2-(2-ethoxycarbonyl-ethyl)-phenoxy}-butyric acid ethyl ester), N1=CN=CC(=C1)B(O)O (pyrimidin-5-ylboronic acid). Yields the product C(C)OC(C(CC)OC1=C(C(=CC=C1)CCCCCCOC1=CC(=CC(=C1)C1=NC=NC=C1)C1=CC2=C(OCO2)C=C1)CCC(=O)OCC)=O (3-[6-(3-benzo[1,3]dioxol-5-yl-5-pyrimidin-4-yl-phenoxy)-hexyl]-2-(2-ethoxycarbonyl-ethyl)-phenoxy-butyric acid ethyl ester). The yield is 151.3%. As a reaction SMILES: C(OC(=O)CCC[O:8][C:9]1[CH:14]=[CH:13][CH:12]=[C:11]([CH2:15][CH2:16][CH2:17][CH2:18][CH2:19][CH2:20][O:21][C:22]2[CH:27]=[C:26](I)[CH:25]=[C:24]([C:29]3[CH:37]=[CH:36][C:32]4[O:33][CH2:34][O:35][C:31]=4[CH:30]=3)[CH:23]=2)[C:10]=1[CH2:38][CH2:39][C:40]([O:42][CH2:43][CH3:44])=[O:41])C.[N:46]1[CH:51]=[C:50](B(O)O)[CH:49]=[N:48][CH:47]=1>>[CH2:43]([O:42][C:40](=[O:41])[CH:39]([O:8][C:9]1[CH:14]=[CH:13][CH:12]=[C:11]([CH2:15][CH2:16][CH2:17][CH2:18][CH2:19][CH2:20][O:21][C:22]2[CH:27]=[C:26]([C:51]3[CH:50]=[CH:49][N:48]=[CH:47][N:46]=3)[CH:25]=[C:24]([C:29]3[CH:37]=[CH:36][C:32]4[O:33][CH2:34][O:35][C:31]=4[CH:30]=3)[CH:23]=2)[C:10]=1[CH2:38][CH2:39][C:40]([O:42][CH2:43][CH3:44])=[O:41])[CH2:38][CH3:10])[CH3:44]. Procedure details: A similar procedure as described in Example 12, step 8 was used, starting from 4-{3-[6-(3-benzo[1,3]dioxol-5-yl-5-iodo-phenoxy)-hexyl]-2-(2-ethoxycarbonyl-ethyl)-phenoxy}-butyric acid ethyl ester (47 mg, 0.06 mmol) and pyrimidin-5-ylboronic acid (32 mg, 0.26 mmol) to afford 4-{3-[6-(3-benzo[1,3]dioxol-5-yl-5-pyrimidin-4-yl-phenoxy)-hexyl]-2-(2-ethoxycarbonyl-ethyl)-phenoxy-butyric acid ethyl ester (31 mg, 71%) as a light yellow oil: ES(+)-HRMS m/e calculated for C40H46N2O8 (M+H)+ 683.3327, found... RXN SMILES: C([O:5][C:6](=[O:17])[C@H:7]([CH2:9][C:10]1[CH:15]=[CH:14][CH:13]=[CH:12][C:11]=1[I:16])[NH2:8])(C)(C)C.C(=N)(C1C=CC=CC=1)C1C=CC=CC=1.Cl.C(C1C=CC=CC=1)(=O)C1C=CC=CC=1>>[I:16][C:11]1[CH:12]=[CH:13][CH:14]=[CH:15][C:10]=1[CH2:9][C@@H:7]([C:6]([OH:17])=[O:5])[NH2:8] |f:0.1|. Reactants: C(C)(C)(C)OC([C@@H](N)CC1=C(C=CC=C1)I)=O.C(C1=CC=CC=C1)(C1=CC=CC=C1)=N (2-iodo-L-phenylalanine tert-butyl ester benzophenone imine), Cl (HCl), C(C1=CC=CC=C1)(=O)C1=CC=CC=C1 (benzophenone). Run at time 4 hour. Yields the product IC1=C(C[C@H](N)C(=O)O)C=CC=C1 (2-iodo-L-phenylalanine). The yield is 109.7%. Procedure: A 500 mL round bottomed flask equipped with a reflux condenser and a magnetic stirrer was charged with 15.72 g of 2-iodo-L-phenylalanine tert-butyl ester-benzophenone imine (86% ee) and 165 mL of 6N aqueous HCl. The mixture was heated at reflux with stirring for 4 h and cooled to RT to afford a mixture of white crystalline solid and an immicible organic phase (benzophenone). The mixture was partitioned between water (100 mL) and ethyl ether (70 mL). The aqueous phase was separated, washed with f...